This data is from the Open Reaction Database (ORD), a public repository of structured organic reaction records. The task is: describe an organic reaction: reactants, conditions, products, and yield Reactants: C1CCOC1, COc1cc2ncnc(Oc3cccc(N)c3)c2cc1OC, CN(C)c1ccncc1, COc1ccc(-n2nc(C(C)C)cc2NC(=O)Oc2ccccc2)cc1. Yields the product COc1ccc(-n2nc(C(C)C)cc2NC(=O)Nc2cccc(Oc3ncnc4cc(OC)c(OC)cc34)c2)cc1. As a reaction SMILES: [CH2:49]1[O:50][CH2:51][CH2:52][CH2:53]1.[CH3:1][O:2][c:3]1[cH:4][c:5]2[c:6]([O:15][c:16]3[cH:17][c:18]([NH2:19])[cH:20][cH:21][cH:22]3)[n:7][cH:8][n:9][c:10]2[cH:11][c:12]1[O:13][CH3:14].[CH3:54][N:55]([c:56]1[cH:57][cH:58][n:59][cH:60][cH:61]1)[CH3:62].[CH:23]([CH3:24])([CH3:25])[c:26]1[n:27][n:28](-[c:41]2[cH:42][cH:43][c:44]([O:47][CH3:48])[cH:45][cH:46]2)[c:29]([NH:31][C:32]([O:33][c:35]2[cH:36][cH:37][cH:38][cH:39][cH:40]2)=[O:34])[cH:30]1>>[CH3:1][O:2][c:3]1[cH:4][c:5]2[c:6]([O:15][c:16]3[cH:17][c:18]([NH:19][C:32]([NH:31][c:29]4[n:28](-[c:41]5[cH:42][cH:43][c:44]([O:47][CH3:48])[cH:45][cH:46]5)[n:27][c:26]([CH:23]([CH3:24])[CH3:25])[cH:30]4)=[O:33])[cH:20][cH:21][cH:22]3)[n:7][cH:8][n:9][c:10]2[cH:11][c:12]1[O:13][CH3:14]. The reactants are C(C)N1C(NC(C=2N(C=NC12)CC)=O)=O (3,7-diethylxanthine), C([O-])([O-])=O (carbonate), BrCCCCCC(C)(C)O (1-bromo-6-hydroxy-6-methylheptane). The solvent is CN(C=O)C (dimethylformamide). Product: C(C)N1C(N(C(C=2N(C=NC12)CC)=O)CCCCCC(C)(C)O)=O (3,7-diethyl-1-(6-hydroxy-6-methylheptyl)-xanthine). Reaction SMILES: [CH2:1]([N:3]1[C:11]2[N:10]=[CH:9][N:8]([CH2:12][CH3:13])[C:7]=2[C:6](=[O:14])[NH:5][C:4]1=[O:15])[CH3:2].C(=O)([O-])[O-].Br[CH2:21][CH2:22][CH2:23][CH2:24][CH2:25][C:26]([OH:29])([CH3:28])[CH3:27]>CN(C)C=O>[CH2:1]([N:3]1[C:11]2[N:10]=[CH:9][N:8]([CH2:12][CH3:13])[C:7]=2[C:6](=[O:14])[N:5]([CH2:21][CH2:22][CH2:23][CH2:24][CH2:25][C:26]([OH:29])([CH3:28])[CH3:27])[C:4]1=[O:15])[CH3:2]. Procedure: 6.2 g of 3,7-diethylxanthine, 4.1 g of ptassium carbonate, and 6.6 g of 1-bromo-6-hydroxy-6-methylheptane are stirred in 100 ml of dimethylformamide at 120° C. for 18 hours. The mixture is filtered hot with suction, the filtrate is concentrated under recuced pressure final recrystallization from diisopropylether with addition of petroleum ether.